This data is from the Open Reaction Database (ORD), a public repository of structured organic reaction records. The task is: describe an organic reaction: reactants, conditions, products, and yield Reactants: ClC1=NC(=NC(=C1)C1=C(C=CC(=C1)Cl)OC)N (4-chloro-6-(5-chloro-2-methoxy-phenyl)-pyrimidin-2-yl-amine), ClC1=NC(=NC(=C1)Cl)N (4,6-dichloro-pyrimidin-2-yl-amine), BrC=1C=CC(=C(C1)B(O)O)OC (5-bromo-2-methoxy-phenyl boronic acid). The product is ClC1=NC(=NC(=C1)C1=C(C=CC(=C1)Br)OC)N (4-chloro-6-(5-bromo-2-methoxy-phenyl)-pyrimidin-2-yl-amine). Isolated yield 53.0%. Reaction SMILES: [Cl:1][C:2]1[CH:7]=[C:6]([C:8]2[CH:13]=[C:12](Cl)[CH:11]=[CH:10][C:9]=2[O:15][CH3:16])[N:5]=[C:4]([NH2:17])[N:3]=1.ClC1C=C(Cl)N=C(N)N=1.[Br:27]C1C=CC(OC)=C(B(O)O)C=1>>[Cl:1][C:2]1[CH:7]=[C:6]([C:8]2[CH:13]=[C:12]([Br:27])[CH:11]=[CH:10][C:9]=2[O:15][CH3:16])[N:5]=[C:4]([NH2:17])[N:3]=1. Procedure details: Following the method described in Example 4 for the synthesis of 4-chloro-6-(5-chloro-2-methoxy-phenyl)-pyrimidin-2-yl-amine, 4,6-dichloro-pyrimidin-2-yl-amine and 5-bromo-2-methoxy-phenyl boronic acid provided 4-chloro-6-(5-bromo-2-methoxy-phenyl)-pyrimidin-2-yl-amine (53% yield). The reactants are BrC1=CC=C(C=C1)C(CC(=O)C=1C=CC(N(C1)C)=O)C1=C(C=CC=C1)C (5-[3-(4-Bromo-phenyl)-3-o-tolyl-propionyl]-1-methyl-1H-pyridin-2-one), FC=1C=C(C=CC1C(=O)OC)B(O)O (3-fluoro-4-methoxycarbonylphenylboronic acid), O (water), C([O-])([O-])=O.[Na+].[Na+] (sodium carbonate). Reagents/catalysts: [CH-]1C=CC(=C1)P(C2=CC=CC=C2)C3=CC=CC=C3.[CH-]1C=CC(=C1)P(C2=CC=CC=C2)C3=CC=CC=C3.Cl[Pd]Cl.[Fe+2] (dichloro(1,1′-bis(diphenylphosphino)ferrocene)palladium(II) dichloromethane adduct). Run in O1CCOCC1 (1,4-dioxane). Product: COC(=O)C1=C(C=C(C=C1)C1=CC=C(C=C1)C(CC(=O)C1=CN(C(C=C1)=O)C)C1=C(C=CC=C1)C)F (3-Fluoro-4′-[3-(1-methyl-6-oxo-1,6-dihydro-pyridin-3-yl)-3-oxo-1-o-tolyl-propyl]-biphenyl-4-carboxylic acid methyl ester). As a reaction SMILES: Br[C:2]1[CH:7]=[CH:6][C:5]([CH:8]([C:20]2[CH:25]=[CH:24][CH:23]=[CH:22][C:21]=2[CH3:26])[CH2:9][C:10]([C:12]2[CH:13]=[CH:14][C:15](=[O:19])[N:16]([CH3:18])[CH:17]=2)=[O:11])=[CH:4][CH:3]=1.[F:27][C:28]1[CH:29]=[C:30](B(O)O)[CH:31]=[CH:32][C:33]=1[C:34]([O:36][CH3:37])=[O:35].O.C(=O)([O-])[O-].[Na+].[Na+]>O1CCOCC1.[CH-]1C=C(P(C2C=CC=CC=2)C2C=CC=CC=2)C=C1.[CH-]1C=C(P(C2C=CC=CC=2)C2C=CC=CC=2)C=C1.Cl[Pd]Cl.[Fe+2]>[CH3:37][O:36][C:34]([C:33]1[CH:32]=[CH:31][C:30]([C:2]2[CH:3]=[CH:4][C:5]([CH:8]([C:20]3[CH:25]=[CH:24][CH:23]=[CH:22][C:21]=3[CH3:26])[CH2:9][C:10]([C:12]3[CH:13]=[CH:14][C:15](=[O:19])[N:16]([CH3:18])[CH:17]=3)=[O:11])=[CH:6][CH:7]=2)=[CH:29][C:28]=1[F:27])=[O:35] |f:3.4.5,7.8.9.10|. Procedure: In analogy to example 166, step 1, 5-[3-(4-bromo-phenyl)-3-o-tolyl-propionyl]-1-methyl-1H-pyridin-2-one (example 162, step 3) was reacted with 3-fluoro-4-methoxycarbonylphenylboronic acid in the presence of dichloro(1,1′-bis(diphenylphosphino)ferrocene)palladium(II) dichloromethane adduct in a mixture of 1,4-dioxane, water and 2 M aqueous sodium carbonate solution to give the title compound as an off-white solid, MS (ESI+): m/z=484.3 [M+H]+.